The task is: describe an organic reaction: reactants, conditions, products, and yield. This data is from the Open Reaction Database (ORD), a public repository of structured organic reaction records. Reactants: ClC1=NC(=NC(=C1)C(F)(F)F)C=1C=NC=CC1 (4-chloro-2-(3-pyridinyl)-6-trifluoromethylpyrimidine), NC=1C(=NC(=CC1)OC)OC (3-amino-2,6-dimethoxypyridine). Product: COC1=NC(=CC=C1NC1=NC(=NC(=C1)C(F)(F)F)C=1C=NC=CC1)OC (4-(2,6-Dimethoxypyridin-3-ylamino)-2-(3-pyridinyl)-6-trifluoromethylpyrimidine), solid. Isolated yield 20.0%. RXN SMILES: Cl[C:2]1[CH:7]=[C:6]([C:8]([F:11])([F:10])[F:9])[N:5]=[C:4]([C:12]2[CH:13]=[N:14][CH:15]=[CH:16][CH:17]=2)[N:3]=1.[NH2:18][C:19]1[C:20]([O:27][CH3:28])=[N:21][C:22]([O:25][CH3:26])=[CH:23][CH:24]=1>>[CH3:28][O:27][C:20]1[C:19]([NH:18][C:2]2[CH:7]=[C:6]([C:8]([F:11])([F:10])[F:9])[N:5]=[C:4]([C:12]3[CH:13]=[N:14][CH:15]=[CH:16][CH:17]=3)[N:3]=2)=[CH:24][CH:23]=[C:22]([O:25][CH3:26])[N:21]=1. Procedure: The title compound was prepared from 4-chloro-2-(3-pyridinyl)-6-trifluoromethylpyrimidine (50 mg, 0.192 mmol) and 3-amino-2,6-dimethoxypyridine (44 mg, 0.288 mmol) similar to Example 180 and was isolated as a yellow solid (15 mg, 20%). 1H NMR (CDCl3): 9.62 (brs, 1H), 8.72–8.67 (m, 2H), 7.42 (dd, J=8.1, 5.4 Hz, 1H), 7.09 (s, 1H), 6.75 (s, 1H), 6.43 (d, J=8.7 Hz, 1H), 4.08 (s, 3H), 4.02 (s, 3H). Reactants: CCC(CCCCCCCCCCCCCCC)O (3-octadecanol), CCCC(CCCCCCCCCCCCCC)O (4-octadecanol), CCCCC(CCCCCCCCCCCCC)O (5-octadecanol). The product is CC(CCCCCCCCCCCCCCCC)O (2-octadecanol). Reaction SMILES: C[CH2:2][CH:3]([OH:19])[CH2:4][CH2:5][CH2:6][CH2:7][CH2:8][CH2:9][CH2:10][CH2:11][CH2:12][CH2:13][CH2:14][CH2:15][CH2:16][CH2:17][CH3:18].[CH3:20]CCC(O)CCCCCCCCCCCCCC.CCCCC(O)CCCCCCCCCCCCC>>[CH3:2][CH:3]([OH:19])[CH2:4][CH2:5][CH2:6][CH2:7][CH2:8][CH2:9][CH2:10][CH2:11][CH2:12][CH2:13][CH2:14][CH2:15][CH2:16][CH2:17][CH2:18][CH3:20]. Procedure: 3-octadecanol; 4-octadecanol; 5-octadecanol; Reactants: BrCc1ccccc1-c1csnn1, CCOC(C)=O, CCOC(C)=O, CCCCCC, CN(C)C=O, [N-]=[N+]=[N-], [Na+]. As a reaction SMILES: [Br:1][CH2:2][c:3]1[c:4](-[c:9]2[n:10][n:11][s:12][cH:13]2)[cH:5][cH:6][cH:7][cH:8]1.[C:24]([O:25][CH2:26][CH3:27])(=[O:28])[CH3:29].[CH3:18][CH2:19][O:20][C:21](=[O:22])[CH3:23].[CH3:30][CH2:31][CH2:32][CH2:33][CH2:34][CH3:35].[CH3:36][N:37]([CH3:38])[CH:39]=[O:40].[N-:15]=[N+:16]=[N-:17].[Na+:14]>>[CH2:2]([c:3]1[c:4](-[c:9]2[n:10][n:11][s:12][cH:13]2)[cH:5][cH:6][cH:7][cH:8]1)[N:15]=[N+:16]=[N-:17]. The product is [N-]=[N+]=NCc1ccccc1-c1csnn1. The reactants are CCOC(C)=O, [H-], CI, [Li+], CN(C)C=O, COC(=O)c1ccc[nH]c1=O. Product: COC(=O)c1cccn(C)c1=O. RXN SMILES: [CH3:21][CH2:22][O:23][C:24]([CH3:25])=[O:26].[H-:1].[I:14][CH3:15].[Li+:2].[O:16]=[CH:17][N:18]([CH3:19])[CH3:20].[O:3]=[c:4]1[nH:5][cH:6][cH:7][cH:8][c:9]1[C:10](=[O:11])[O:12][CH3:13]>>[O:3]=[c:4]1[n:5]([CH3:15])[cH:6][cH:7][cH:8][c:9]1[C:10](=[O:11])[O:12][CH3:13]. Procedure: Sulfuryl chloride (235 ml.) was dropwise added over 20 minutes with stirring and ice-cooling to a solution of ethyl 2-methoxyiminoacetoacetate (syn isomer) (500 g.) in acetic acid (500 ml.), and the mixture was stirred overnight under cooling with water. Nitrogen gas was introduced to the reaction mixture for 2 hours, and the resulting mixture was poured into water (2.5 l). After extracting with methylene chloride (500 ml.) and twice with methylene chloride (200 ml.), the extracts were combined.... Product: CON=C(C(=O)OCC)C(=O)CCl (ethyl 2-methoxyimino-4-chloroacetoacetate). Starting materials: S(=O)(=O)(Cl)Cl (Sulfuryl chloride), CON=C(C(=O)OCC)C(=O)C (ethyl 2-methoxyiminoacetoacetate), O (water), O (water). As a reaction SMILES: S(Cl)([Cl:4])(=O)=O.[CH3:6][O:7][N:8]=[C:9]([C:15]([CH3:17])=[O:16])[C:10]([O:12][CH2:13][CH3:14])=[O:11].O>C(O)(=O)C>[CH3:6][O:7][N:8]=[C:9]([C:15]([CH2:17][Cl:4])=[O:16])[C:10]([O:12][CH2:13][CH3:14])=[O:11]. The solvent is C(C)(=O)O (acetic acid). Reactants: CN(C)C=O, OCCCNc1nc2cc(F)ccc2n2ccnc12, C1CCC2=NCCCN2CC1, CC(NC(=O)OC(C)(C)C)C(=O)ON1C(=O)CCC1=O, O. The product is CC(NC(=O)OC(C)(C)C)C(=O)OCCCNc1nc2cc(F)ccc2n2ccnc12. As a reaction SMILES: [CH3:51][N:52]([CH3:53])[CH:54]=[O:55].[F:1][c:2]1[cH:3][c:4]2[n:5][c:6]([NH:15][CH2:16][CH2:17][CH2:18][OH:19])[c:7]3[n:8]([c:9]2[cH:10][cH:11]1)[cH:12][cH:13][n:14]3.[N:20]12[CH2:21][CH2:22][CH2:23][N:24]=[C:25]1[CH2:26][CH2:27][CH2:28][CH2:29][CH2:30]2.[O:31]=[C:32]1[CH2:33][CH2:34][C:35](=[O:36])[N:37]1[O:38][C:39]([CH:40]([CH3:41])[NH:42][C:43]([O:44][C:45]([CH3:46])([CH3:47])[CH3:48])=[O:49])=[O:50].[OH2:56]>>[F:1][c:2]1[cH:3][c:4]2[n:5][c:6]([NH:15][CH2:16][CH2:17][CH2:18][O:19][C:39](=[O:38])[CH:40]([CH3:41])[NH:42][C:43]([O:44][C:45]([CH3:46])([CH3:47])[CH3:48])=[O:49])[c:7]3[n:8]([c:9]2[cH:10][cH:11]1)[cH:12][cH:13][n:14]3. Reactants: CI (methyl iodide), N1=CC=NC=2SC3=C(NC21)C=C(C=C3)C(C(=O)O)O ((10H-pyrazino[2,3-b][1,4]benzothiazin-8-yl)hydroxyacetic acid), C([O-])([O-])=O.[K+].[K+] (potassium carbonate). The solvent is CN(C=O)C (N,N-dimethylformamide). Yields the product COC(C(O)C=1C=CC2=C(NC3=C(S2)N=CC=N3)C1)=O (Methyl(10H-pyrazino[2,3-b][1,4]benzothiazin-8-yl)hydroxyacetate). The yield is 64.7%. Reaction SMILES: CI.[N:3]1[C:12]2[NH:11][C:10]3[CH:13]=[C:14]([CH:17]([OH:21])[C:18]([OH:20])=[O:19])[CH:15]=[CH:16][C:9]=3[S:8][C:7]=2[N:6]=[CH:5][CH:4]=1.[C:22](=O)([O-])[O-].[K+].[K+]>CN(C)C=O>[CH3:22][O:19][C:18](=[O:20])[CH:17]([C:14]1[CH:15]=[CH:16][C:9]2[S:8][C:7]3[N:6]=[CH:5][CH:4]=[N:3][C:12]=3[NH:11][C:10]=2[CH:13]=1)[OH:21] |f:2.3.4|. Procedure: 150 mg of methyl iodide was added to a solution of 100 mg of (10H-pyrazino[2,3-b][1,4]benzothiazin-8-yl)hydroxyacetic acid in N,N-dimethylformamide (8 ml) in the presence of 260 mg of potassium carbonate. After purifying by silica gel column chromatography (eluted with dichloromethane/methanol) and recrystallizing from ethyl acetate/diisopropyl ether, 68 mg of the title compound was obtained as yellow crystals. Reactants: BrCCCBr, CCOC(C)=O, CCN(C(C)C)C(C)C, N#Cc1cnc(NCc2ccccc2OC(F)(F)F)nc1NCC1CCC(N)CC1, CN(C)C=O. Yields the product N#Cc1cnc(NCc2ccccc2OC(F)(F)F)nc1NCC1CCC(N2CCC2)CC1. As a reaction SMILES: [Br:31][CH2:32][CH2:33][CH2:34][Br:35].[CH3:50][CH2:51][O:52][C:53]([CH3:54])=[O:55].[CH:36]([N:37]([CH2:38][CH3:39])[CH:40]([CH3:41])[CH3:42])([CH3:43])[CH3:44].[NH2:1][CH:2]1[CH2:3][CH2:4][CH:5]([CH2:8][NH:9][c:10]2[n:11][c:12]([NH:18][CH2:19][c:20]3[c:21]([O:26][C:27]([F:28])([F:29])[F:30])[cH:22][cH:23][cH:24][cH:25]3)[n:13][cH:14][c:15]2[C:16]#[N:17])[CH2:6][CH2:7]1.[O:45]=[CH:46][N:47]([CH3:48])[CH3:49]>>[N:1]1([CH:2]2[CH2:3][CH2:4][CH:5]([CH2:8][NH:9][c:10]3[n:11][c:12]([NH:18][CH2:19][c:20]4[c:21]([O:26][C:27]([F:28])([F:29])[F:30])[cH:22][cH:23][cH:24][cH:25]4)[n:13][cH:14][c:15]3[C:16]#[N:17])[CH2:6][CH2:7]2)[CH2:32][CH2:33][CH2:34]1.